The task is: describe an organic reaction: reactants, conditions, products, and yield. This data is from the Open Reaction Database (ORD), a public repository of structured organic reaction records. Starting materials: CO\C=C(\C=C\C(=O)OC)/C(=O)OC (dimethyl (2E,4Z)-4-(methoxymethylene)-2-pentenedioate), FC1=C(C(=CC=C1)F)N ((2,6-difluorophenyl)amine), C[Si]([N-][Si](C)(C)C)(C)C.[Li+] (lithium 1,1,1,3,3,3-hexamethyldisilazan-2-ide). Run in C1CCOC1 (THF), C1CCOC1 (THF), C1CCOC1 (THF). Reaction conditions: time 30 minute. Yields the product FC1=C(C(=CC=C1)F)N1C=C(C=CC1=O)C(=O)OC (methyl 1-(2,6-difluorophenyl)-6-oxo-1,6-dihydro-3-pyridinecarboxylate). The yield is 20.2%. Reaction SMILES: [F:1][C:2]1[CH:7]=[CH:6][CH:5]=[C:4]([F:8])[C:3]=1[NH2:9].C[Si](C)(C)[N-][Si](C)(C)C.[Li+].CO/[CH:22]=[C:23](\[C:30]([O:32][CH3:33])=[O:31])/[CH:24]=[CH:25]/[C:26](OC)=[O:27]>C1COCC1>[F:1][C:2]1[CH:7]=[CH:6][CH:5]=[C:4]([F:8])[C:3]=1[N:9]1[C:26](=[O:27])[CH:25]=[CH:24][C:23]([C:30]([O:32][CH3:33])=[O:31])=[CH:22]1 |f:1.2|. Procedure details: To a solution of (2,6-difluorophenyl)amine (15.5 g) in THF (140 mL) was added dropwise an 1 M THF solution of lithium 1,1,1,3,3,3-hexamethyldisilazan-2-ide (120 mL) at 0° C. under a nitrogen atmosphere, and the mixture was stirred at the same temperature for 30 min. To the solution was added a solution of dimethyl (2E,4Z)-4-(methoxymethylene)-2-pentenedioate (20 g) in THF (60 mL) at 0° C., and the resulting mixture was stirred at the same temperature for 2 hr. The reaction was quenched with a mi... Reactants: N1[C@@H](CCC1)COC=1C=C(C(C(=O)OC)=CC1)C(=O)OC (dimethyl (S)-4-(2-pyrrolidinylmethoxy)phthalate), pentafluorophenyl ester, COC=1C=C(C=CC1NC(=O)NC1=C(C=CC=C1)C)CC(=O)O (3-methoxy-4-[N′-(2-methylphenyl)ureido]phenylacetic acid). The solvent is CN(C)C=O (DMF), CCOC(=O)C (EtOAc). Conditions: time 8 hour. Product: COC=1C=C(C=CC1NC(=O)NC1=C(C=CC=C1)C)CC(=O)N1[C@@H](CCC1)COC=1C=C(C(C(=O)OC)=CC1)C(=O)OC (dimethyl (S)-4-[1-[3-methoxy-4-[N′-(2-methylphenyl)ureido]phenylacetyl]-2-pyrrolidinylmethoxy]phthalate). Yield: 97.3%. As a reaction SMILES: [NH:1]1[CH2:5][CH2:4][CH2:3][C@H:2]1[CH2:6][O:7][C:8]1[CH:9]=[C:10]([C:18]([O:20][CH3:21])=[O:19])[C:11](=[CH:16][CH:17]=1)[C:12]([O:14][CH3:15])=[O:13].[CH3:22][O:23][C:24]1[CH:25]=[C:26]([CH2:41][C:42](O)=[O:43])[CH:27]=[CH:28][C:29]=1[NH:30][C:31]([NH:33][C:34]1[CH:39]=[CH:38][CH:37]=[CH:36][C:35]=1[CH3:40])=[O:32]>CN(C=O)C.CCOC(C)=O>[CH3:22][O:23][C:24]1[CH:25]=[C:26]([CH2:41][C:42]([N:1]2[CH2:5][CH2:4][CH2:3][C@H:2]2[CH2:6][O:7][C:8]2[CH:9]=[C:10]([C:18]([O:20][CH3:21])=[O:19])[C:11](=[CH:16][CH:17]=2)[C:12]([O:14][CH3:15])=[O:13])=[O:43])[CH:27]=[CH:28][C:29]=1[NH:30][C:31]([NH:33][C:34]1[CH:39]=[CH:38][CH:37]=[CH:36][C:35]=1[CH3:40])=[O:32]. Procedure details: To a stirred solution of dimethyl (S)-4-(2-pyrrolidinylmethoxy)phthalate (212 mg, 0.72 mmol) in DMF (8 mL) was added pentafluorophenyl ester of the 3-methoxy-4-[N′-(2-methylphenyl)ureido]phenylacetic acid (346 mg, 0.72 mmol) and Et3 N (120 ml, 0.86 mmol), and the mixture was stirred overnight. The resulting mixture was diluted with EtOAc, washed with 1 N HCl, sat. NaHCO3, brine, and dried over MgSO4. The solvent was evaporated off in vacuo to give 413 mg (97%) dimethyl (S)-4-[1-[3-methoxy-4-[N′-... Starting materials: C(C)OC(CC=1C=C(C(=CC1)OC)C1=C(C=C(C=C1)C(F)(F)F)CNCC)=O ((2′-ethylaminomethyl-6-methoxy-4′-trifluoromethyl-biphenyl-3-yl)-acetic acid ethyl ester), CC(C(=O)Cl)(C)C (trimethylacetyl chloride). The product is C(C)OC(CC=1C=C(C(=CC1)OC)C1=C(C=C(C=C1)C(F)(F)F)CN(CC)C(C(C)(C)C)=O)=O ((2′-{[(2,2-Dimethyl-propionyl)-ethyl-amino]-methyl}-6-methoxy-4′-trifluoromethyl-biphenyl-3-yl)-acetic acid ethyl ester). RXN SMILES: [CH2:1]([O:3][C:4](=[O:28])[CH2:5][C:6]1[CH:7]=[C:8]([C:14]2[CH:19]=[CH:18][C:17]([C:20]([F:23])([F:22])[F:21])=[CH:16][C:15]=2[CH2:24][NH:25][CH2:26][CH3:27])[C:9]([O:12][CH3:13])=[CH:10][CH:11]=1)[CH3:2].[CH3:29][C:30]([CH3:35])([CH3:34])[C:31](Cl)=[O:32]>>[CH2:1]([O:3][C:4](=[O:28])[CH2:5][C:6]1[CH:7]=[C:8]([C:14]2[CH:19]=[CH:18][C:17]([C:20]([F:23])([F:21])[F:22])=[CH:16][C:15]=2[CH2:24][N:25]([C:31](=[O:32])[C:30]([CH3:35])([CH3:34])[CH3:29])[CH2:26][CH3:27])[C:9]([O:12][CH3:13])=[CH:10][CH:11]=1)[CH3:2]. Procedure: Prepared according to the procedure described in Example 1, Step 6, using the following starting materials: (2′-ethylaminomethyl-6-methoxy-4′-trifluoromethyl-biphenyl-3-yl)-acetic acid ethyl ester and trimethylacetyl chloride.